This data is from the Open Reaction Database (ORD), a public repository of structured organic reaction records. The task is: describe an organic reaction: reactants, conditions, products, and yield The reactants are COC(=O)C=Cc1ccc2c(-c3c(-c4cccc(C)n4)nn4ccccc34)ccnc2c1, CO, ClCCl, [H][H]. The product is COC(=O)CCc1ccc2c(-c3c(-c4cccc(C)n4)nn4ccccc34)ccnc2c1. Reaction SMILES: [CH3:1][O:2][C:3]([CH:4]=[CH:5][c:6]1[cH:7][cH:8][c:9]2[c:10](-[c:16]3[c:17](-[c:25]4[n:26][c:27]([CH3:31])[cH:28][cH:29][cH:30]4)[n:18][n:19]4[c:20]3[cH:21][cH:22][cH:23][cH:24]4)[cH:11][cH:12][n:13][c:14]2[cH:15]1)=[O:32].[CH3:35][OH:36].[Cl:37][CH2:38][Cl:39].[H:33][H:34]>>[CH3:1][O:2][C:3]([CH2:4][CH2:5][c:6]1[cH:7][cH:8][c:9]2[c:10](-[c:16]3[c:17](-[c:25]4[n:26][c:27]([CH3:31])[cH:28][cH:29][cH:30]4)[n:18][n:19]4[c:20]3[cH:21][cH:22][cH:23][cH:24]4)[cH:11][cH:12][n:13][c:14]2[cH:15]1)=[O:32]. The reactants are NC(CCC(=O)OC)C1=C(C=CC=C1OC)OC (methyl 4-amino-4-(2,6-dimethoxyphenyl)butanoate), N1=CC(=CC=C1)C=1C=C(C=O)C=CC1 (3-(pyridin-3-yl)benzaldehyde). Product: COC1=C(C(=CC=C1)OC)C1CCC(N1CC1=CC(=CC=C1)C=1C=NC=CC1)=O (5-(2,6-dimethoxyphenyl)-1-(3-(pyridin-3-yl)benzyl)pyrrolidin-2-one). RXN SMILES: [NH2:1][CH:2]([C:9]1[C:14]([O:15][CH3:16])=[CH:13][CH:12]=[CH:11][C:10]=1[O:17][CH3:18])[CH2:3][CH2:4][C:5]([O:7]C)=O.[N:19]1[CH:24]=[CH:23][CH:22]=[C:21]([C:25]2[CH:26]=[C:27]([CH:30]=[CH:31][CH:32]=2)[CH:28]=O)[CH:20]=1>>[CH3:18][O:17][C:10]1[CH:11]=[CH:12][CH:13]=[C:14]([O:15][CH3:16])[C:9]=1[CH:2]1[N:1]([CH2:28][C:27]2[CH:30]=[CH:31][CH:32]=[C:25]([C:21]3[CH:20]=[N:19][CH:24]=[CH:23][CH:22]=3)[CH:26]=2)[C:5](=[O:7])[CH2:4][CH2:3]1. Procedure: Prepared according to the described general procedure 2 (GP2) by reaction of methyl 4-amino-4-(2,6-dimethoxyphenyl)butanoate with commercially available 3-(pyridin-3-yl)benzaldehyde. Subsequent purification by preparative HPLC afforded the target compound. LC-MS (conditions A): tR=0.57 min.; [M+H]+: 389.36 g/mol. The reactants are C(=O)([O-])[O-].[K+].[K+] (K2CO3), BrCCO (2-bromoethanol), BrC1=CC=C(NC)C=C1 (4-bromo-N-methylaniline). The solvent is CN(C)C=O (DMF). Product: BrC1=CC=C(C=C1)N(CCO)C (2-((4-bromophenyl)(methyl)amino)ethanol). The yield is 19.0%. RXN SMILES: [Br:1][C:2]1[CH:9]=[CH:8][C:5]([NH:6][CH3:7])=[CH:4][CH:3]=1.C([O-])([O-])=O.[K+].[K+].Br[CH2:17][CH2:18][OH:19]>CN(C=O)C>[Br:1][C:2]1[CH:9]=[CH:8][C:5]([N:6]([CH3:7])[CH2:17][CH2:18][OH:19])=[CH:4][CH:3]=1 |f:1.2.3|. Reported procedure: 4-bromo-N-methylaniline (700 mg, 3.76 mmol) was dissolved in DMF (20 mL), K2CO3 (1.56 g, 11.29 mmol) and 2-bromoethanol (1.41 g, 11.29 mmol) were added in. The mixture was reacted at 100° C. for 2 days. Then it was extracted by EA and brine, washed by brine, dried over Na2SO4, concentrated and purified by flash chromatography, (PE: EA=10:1 to 3:1) to give 164 mg brown oil. The reactants are NC1=NC=NN2C1=CC=C2C2CCN(CC2)C(=O)OC(C)(C)C (tert-butyl 4-(4-aminopyrrolo[2,1-f][1,2,4]triazin-7-yl)piperidine-1-carboxylate), NC1=NC=NN2C1=CC=C2C=2CCN(CC2)C(=O)OC(C)(C)C (tert-butyl 4-(4-aminopyrrolo[2,1-f][1,2,4]triazin-7-yl)-3,6-dihydropyridine-1(2H)-carboxylate). The product is NC1=NC(=NN2C1=CC=C2C2CCN(CC2)C(=O)OC(C)(C)C)C (tert-butyl 4-(4-amino-2-methylpyrrolo[2,1-f][1,2,4]triazin-7-yl)piperidine-1-carboxylate). Reaction SMILES: [NH2:1][C:2]1[C:7]2=[CH:8][CH:9]=[C:10]([CH:11]3[CH2:16][CH2:15][N:14]([C:17]([O:19][C:20]([CH3:23])([CH3:22])[CH3:21])=[O:18])[CH2:13][CH2:12]3)[N:6]2[N:5]=[CH:4][N:3]=1.N[C:25]1C2=CC=C(C3CCN(C(OC(C)(C)C)=O)CC=3)N2N=CN=1>>[NH2:1][C:2]1[C:7]2=[CH:8][CH:9]=[C:10]([CH:11]3[CH2:12][CH2:13][N:14]([C:17]([O:19][C:20]([CH3:23])([CH3:22])[CH3:21])=[O:18])[CH2:15][CH2:16]3)[N:6]2[N:5]=[C:4]([CH3:25])[N:3]=1. Reported procedure: The title compound was prepared in the same manner described for the preparation of tert-butyl 4-(4-aminopyrrolo[2,1-f][1,2,4]triazin-7-yl)piperidine-1-carboxylate and substituting tert-butyl 4-(4-amino-2-methylpyrrolo[2,1-f][1,2,4]triazin-7-yl)-3,6-dihydropyridine-1(2H)-carboxylate for tert-butyl 4-(4-aminopyrrolo[2,1-f][1,2,4]triazin-7-yl)-3,6-dihydropyridine-1(2H)-carboxylate. 1H-NMR (CD2 Cl2): δ 6.59 (d, 1 H), 6.41 (d, 1 H), 5.53 (br s, 2 H), 4.18 (m, 2 H), 3.33 (m, 1 H), 2.89 (m, 2 H), 2.36... Reactants: CCOC(C)=O, CCOC(C)=O, Cc1c(C2CC2)nc2ccc([N+](=O)[O-])cn12, Cl, O=C(O)c1ncc(-c2cccc(F)c2)cn1. Product: Cc1c(C2CC2)nc2ccc(NC(=O)c3ncc(-c4cccc(F)c4)cn3)cn12, Cl. RXN SMILES: [C:33]([O:34][CH2:35][CH3:36])(=[O:37])[CH3:38].[CH3:40][CH2:41][O:42][C:43](=[O:44])[CH3:45].[CH:1]1([c:4]2[n:5][c:6]3[n:7]([cH:8][c:9]([N+:12]([O-:13])=[O:14])[cH:10][cH:11]3)[c:15]2[CH3:16])[CH2:2][CH2:3]1.[ClH:39].[F:17][c:18]1[cH:19][c:20](-[c:24]2[cH:25][n:26][c:27]([C:30](=[O:31])[OH:32])[n:28][cH:29]2)[cH:21][cH:22][cH:23]1>>[CH:1]1([c:4]2[n:5][c:6]3[n:7]([cH:8][c:9]([NH:12][C:30]([c:27]4[n:26][cH:25][c:24](-[c:20]5[cH:19][c:18]([F:17])[cH:23][cH:22][cH:21]5)[cH:29][n:28]4)=[O:31])[cH:10][cH:11]3)[c:15]2[CH3:16])[CH2:2][CH2:3]1.[ClH:39].